describe an organic reaction: reactants, conditions, products, and yield From a dataset of the Open Reaction Database (ORD), a public repository of structured organic reaction records. Starting materials: BrB(Br)Br, COc1ccc(-n2cc(C#N)cn2)cc1, ClCCl. Product: N#Cc1cnn(-c2ccc(O)cc2)c1. RXN SMILES: [B:16]([Br:17])([Br:18])[Br:19].[CH3:1][O:2][c:3]1[cH:4][cH:5][c:6](-[n:9]2[n:10][cH:11][c:12]([C:14]#[N:15])[cH:13]2)[cH:7][cH:8]1.[Cl:20][CH2:21][Cl:22]>>[OH:2][c:3]1[cH:4][cH:5][c:6](-[n:9]2[n:10][cH:11][c:12]([C:14]#[N:15])[cH:13]2)[cH:7][cH:8]1. Starting materials: [Al+3], CCOC(C)=O, [H-], [H-], [H-], [H-], [Li+], C1CCOC1, O, CCOC(=O)c1cnc2c(n1)CCCC2. Product: OCc1cnc2c(n1)CCCC2. RXN SMILES: [Al+3:17].[CH3:22][CH2:23][O:24][C:25](=[O:26])[CH3:27].[H-:16].[H-:19].[H-:20].[H-:21].[Li+:18].[O:29]1[CH2:30][CH2:31][CH2:32][CH2:33]1.[OH2:28].[n:1]1[c:2]([C:11](=[O:12])[O:13][CH2:14][CH3:15])[cH:3][n:4][c:5]2[c:10]1[CH2:9][CH2:8][CH2:7][CH2:6]2>>[n:1]1[c:2]([CH2:11][OH:12])[cH:3][n:4][c:5]2[c:10]1[CH2:9][CH2:8][CH2:7][CH2:6]2. Reactants: CC(O)=S, CCOC(=O)N=NC(=O)OCC, C1CCOC1, OC1CN(C2=[SH]CCN2)C1, c1ccc(P(c2ccccc2)c2ccccc2)cc1. Yields the product CC(=O)SC1CN(C2=[SH]CCN2)C1. RXN SMILES: [C:42]([CH3:43])(=[S:44])[OH:45].[O:20]=[C:21]([O:22][CH2:23][CH3:24])[N:25]=[N:26][C:27]([O:28][CH2:29][CH3:30])=[O:31].[O:46]1[CH2:47][CH2:48][CH2:49][CH2:50]1.[OH:32][CH:33]1[CH2:34][N:35]([C:37]2=[SH:38][CH2:39][CH2:40][NH:41]2)[CH2:36]1.[c:1]1([P:2]([c:3]2[cH:4][cH:5][cH:6][cH:7][cH:8]2)[c:9]2[cH:10][cH:11][cH:12][cH:13][cH:14]2)[cH:15][cH:16][cH:17][cH:18][cH:19]1>>[CH:33]1([S:44][C:42]([CH3:43])=[O:45])[CH2:34][N:35]([C:37]2=[SH:38][CH2:39][CH2:40][NH:41]2)[CH2:36]1. Starting materials: CCO, CC(C)Nc1ccccc1[N+](=O)[O-], [Na+], [OH-]. Yields the product CC(C)Nc1ccccc1N. RXN SMILES: [CH3:16][CH2:17][OH:18].[CH:3]([CH3:4])([CH3:5])[NH:6][c:7]1[c:8]([N+:13]([O-:14])=[O:15])[cH:9][cH:10][cH:11][cH:12]1.[Na+:2].[OH-:1]>>[CH:3]([CH3:4])([CH3:5])[NH:6][c:7]1[c:8]([NH2:13])[cH:9][cH:10][cH:11][cH:12]1.